From a dataset of the Open Reaction Database (ORD), a public repository of structured organic reaction records. describe an organic reaction: reactants, conditions, products, and yield Reactants: N1=CC(=CC=C1)N (pyridin-3-amine), BrC=1C=CC(=C(C(=O)O)C1)OCC1=C(C=CC=C1)OC (5-bromo-2-({[2-(methyloxy)phenyl]methyl}oxy)benzoic acid), Cl.CN(CCCN=C=NCC)C (1-(3-Dimethylaminopropyl)-3-ethylcarbodiimide hydrochloride), ON1N=NC2=C1C=CC=C2 (1-Hydroxybenzotriazole). Run in CN(C)C=O (DMF). Conditions: temperature 20 celsius, time 16 hour. Product: BrC=1C=CC(=C(C(=O)NC=2C=NC=CC2)C1)OCC1=C(C=CC=C1)OC (5-Bromo-2-({[2-(methyloxy)phenyl]methyl}oxy)-N-3-pyridinylbenzamide). Reaction SMILES: [N:1]1[CH:6]=[CH:5][CH:4]=[C:3]([NH2:7])[CH:2]=1.[Br:8][C:9]1[CH:10]=[CH:11][C:12]([O:18][CH2:19][C:20]2[CH:25]=[CH:24][CH:23]=[CH:22][C:21]=2[O:26][CH3:27])=[C:13]([CH:17]=1)[C:14](O)=[O:15].Cl.CN(C)CCCN=C=NCC.ON1C2C=CC=CC=2N=N1>CN(C=O)C>[Br:8][C:9]1[CH:10]=[CH:11][C:12]([O:18][CH2:19][C:20]2[CH:25]=[CH:24][CH:23]=[CH:22][C:21]=2[O:26][CH3:27])=[C:13]([CH:17]=1)[C:14]([NH:7][C:3]1[CH:2]=[N:1][CH:6]=[CH:5][CH:4]=1)=[O:15] |f:2.3|. Procedure details: Solid pyridin-3-amine (156 mg, 1.66 mmol) was added in one charge to a stirred solution of 5-bromo-2-({[2-(methyloxy)phenyl]methyl}oxy)benzoic acid (may be prepared as described in Description 32; 280 mg, 0.83 mmol), 1-(3-Dimethylaminopropyl)-3-ethylcarbodiimide hydrochloride (191 mg, 1.00 mmol) and 1-Hydroxybenzotriazole (135 mg, 1.00 mmol) in DMF (20 ml) under nitrogen at 20° C. The reaction mixture was stirred at 20° C. for 16 h. The organic phase was washed with water (25 ml), extracted with... The reactants are CI (methyl iodide), ice water, [N+](=O)([O-])C=1C=CC2=C(NC(O2)=O)C1 (5-nitro-3H-benzooxazol-2-one), [H-].[Na+] (NaH). Solvent: CN(C)C=O (DMF), CN(C)C=O (DMF), CN(C)C=O (DMF). Conditions: temperature 0 celsius, time 45 minute. Yields the product CN1C(OC2=C1C=C(C=C2)[N+](=O)[O-])=O (3-Methyl-5-nitro-3H-benzooxazol-2-one), solid. Yield: 62.0%. As a reaction SMILES: [N+:1]([C:4]1[CH:5]=[CH:6][C:7]2[O:11][C:10](=[O:12])[NH:9][C:8]=2[CH:13]=1)([O-:3])=[O:2].[H-].[Na+].[CH3:16]I>CN(C=O)C>[CH3:16][N:9]1[C:8]2[CH:13]=[C:4]([N+:1]([O-:3])=[O:2])[CH:5]=[CH:6][C:7]=2[O:11][C:10]1=[O:12] |f:1.2|. Procedure: A solution of 5-nitro-3H-benzooxazol-2-one (26 g) in DMF (100 mL) was added to a suspension of NaH (60% in mineral oil, 10.71 g) in DMF (100 mL) over a period of 1 hour. Stirring was continued for 45 minutes at r.t. The mixture was cooled to 0° C. and methyl iodide dissolved in DMF (20 mL) was added dropwise over a period of 30 minutes. The mixture was stirred over night at r.t. The reaction mixture was poured into ice/water and extracted two times with ethyl acetate. The combined organic layers... Reactants: FC(OC1=C(C=CC=C1)CC(=O)O)(F)F (2-trifluoromethoxyphenylacetic acid), C(N)(=O)C1NCCN(C1)C1=C(C=CC=C1)C (2-carbamoyl-4-(2-methylphenyl)piperazine), C=1C=CC2=C(C1)N=NN2O (HOBT), C(CCl)Cl (EDC), CCN(C(C)C)C(C)C (DIEA). The solvent is CN(C)C=O (DMF). Conditions: time 14 hour. The product is FC(OC1=C(C=CC=C1)CC(=O)N1C(CN(CC1)C1=C(C=CC=C1)C)C(N)=O)(F)F (1-(2-trifluoromethoxyphenylacetyl)-2-carbamoyl-4-(2-methylphenyl)-piperazine). Reaction SMILES: [F:1][C:2]([F:15])([F:14])[O:3][C:4]1[CH:9]=[CH:8][CH:7]=[CH:6][C:5]=1[CH2:10][C:11]([OH:13])=O.[C:16]([CH:19]1[CH2:24][N:23]([C:25]2[CH:30]=[CH:29][CH:28]=[CH:27][C:26]=2[CH3:31])[CH2:22][CH2:21][NH:20]1)(=[O:18])[NH2:17].C1C=CC2N(O)N=NC=2C=1.C(Cl)CCl.CCN(C(C)C)C(C)C>CN(C=O)C>[F:14][C:2]([F:1])([F:15])[O:3][C:4]1[CH:9]=[CH:8][CH:7]=[CH:6][C:5]=1[CH2:10][C:11]([N:20]1[CH2:21][CH2:22][N:23]([C:25]2[CH:30]=[CH:29][CH:28]=[CH:27][C:26]=2[CH3:31])[CH2:24][CH:19]1[C:16](=[O:18])[NH2:17])=[O:13]. Procedure: To a stirred solution of 2-trifluoromethoxyphenylacetic acid (0.10 g, 0.48 mmol) from Step 4 above and 2-carbamoyl-4-(2-methylphenyl)piperazine (0.10 g, 0.46 mmol) from Step 4 of Example 1 in DMF (10 mL) was added HOBT (0.075 g, 0.5 mmol), EDC (0.22 g, 0.75 mmol), and DIEA (0.13 mL, 0.75 mmol). The solution was stirred at ambient temperature for 14 h and the solvent was removed under reduced pressure. The residue was partitioned between EtOAc (50 mL) and 0.25 M aqueous citric acid (25 mL). The o... The reactants are COC(=O)C1=CC2=C(OC(O2)(F)F)C(=C1)O (2,2-difluoro-7-hydroxy-benzo[1,3]dioxole-5-carboxylic acid methyl ester), BrCCC1=CC(=CC=C1)C (1-(bromo-ethyl)-3-methyl-benzene), C(=O)([O-])[O-].[K+].[K+] (K2CO3), CN(C)C=O (DMF). Solvent: O (water). Reaction conditions: temperature 80 celsius, time 3 hour. Product: COC(=O)C1=CC2=C(OC(O2)(F)F)C(=C1)OCCC=1C=C(C=CC1)C (2,2-Difluoro-7-(2-m-tolyl-ethoxy)-benzo[1,3]dioxole-5-carboxylic acid methyl ester). Isolated yield 88.4%. RXN SMILES: [CH3:1][O:2][C:3]([C:5]1[CH:15]=[C:14]([OH:16])[C:8]2[O:9][C:10]([F:13])([F:12])[O:11][C:7]=2[CH:6]=1)=[O:4].Br[CH2:18][CH2:19][C:20]1[CH:25]=[CH:24][CH:23]=[C:22]([CH3:26])[CH:21]=1.C([O-])([O-])=O.[K+].[K+].CN(C=O)C>O>[CH3:1][O:2][C:3]([C:5]1[CH:15]=[C:14]([O:16][CH2:18][CH2:19][C:20]2[CH:21]=[C:22]([CH3:26])[CH:23]=[CH:24][CH:25]=2)[C:8]2[O:9][C:10]([F:13])([F:12])[O:11][C:7]=2[CH:6]=1)=[O:4] |f:2.3.4|. Procedure: 1.8 g of 2,2-difluoro-7-hydroxy-benzo[1,3]dioxole-5-carboxylic acid methyl ester, 4.6 g of 1-(bromo-ethyl)-3-methyl-benzene, and 3.2 g of K2CO3 were added to 70 ml of anhydrous DMF and the reaction mixture stirred at 80° C. for 3 h. The reaction mixture was then allowed to cool to room temperature, 300 ml of water added and extracted three times using 100 ml of EA each. The organic layer was then dried using MgSO4 and evaporated. Chromatography on silica gel using EA/HEP 1:4 yielded 2.4 g of the... Starting materials: Cc1ccc(F)c(OC(=O)c2ccccc2)c1, O=C(Cl)c1ccccc1, Cc1ccc(Cl)c(O)c1, ClCCl. The product is Cc1ccc(Cl)c(OC(=O)c2ccccc2)c1. RXN SMILES: [C:1]([c:2]1[cH:3][cH:4][cH:5][cH:6][cH:7]1)(=[O:8])[O:9][c:10]1[cH:11][c:12]([CH3:17])[cH:13][cH:14][c:15]1[F:16].[C:27]([Cl:28])(=[O:29])[c:30]1[cH:31][cH:32][cH:33][cH:34][cH:35]1.[Cl:18][c:19]1[cH:20][cH:21][c:22]([CH3:23])[cH:24][c:25]1[OH:26].[Cl:36][CH2:37][Cl:38]>>[C:1]([c:2]1[cH:3][cH:4][cH:5][cH:6][cH:7]1)(=[O:8])[O:9][c:10]1[cH:11][c:12]([CH3:17])[cH:13][cH:14][c:15]1[Cl:18]. The reactants are C1CCOC1, CC(C)(C)OC(=O)N1CCC2(CC1)C(=O)N(C1CC1)C2c1ccc(Cl)cc1, c1ccc([SiH2]c2ccccc2)cc1. Product: CC(C)(C)OC(=O)N1CCC2(CC1)CN(C1CC1)C2c1ccc(Cl)cc1. Reaction SMILES: [CH2:41]1[O:42][CH2:43][CH2:44][CH2:45]1.[O:1]=[C:2]1[N:3]([CH:25]2[CH2:26][CH2:27]2)[CH:4]([c:18]2[cH:19][cH:20][c:21]([Cl:24])[cH:22][cH:23]2)[C:5]12[CH2:6][CH2:7][N:8]([C:11](=[O:12])[O:13][C:14]([CH3:15])([CH3:16])[CH3:17])[CH2:9][CH2:10]2.[c:28]1([SiH2:29][c:30]2[cH:31][cH:32][cH:33][cH:34][cH:35]2)[cH:36][cH:37][cH:38][cH:39][cH:40]1>>[CH2:2]1[N:3]([CH:25]2[CH2:26][CH2:27]2)[CH:4]([c:18]2[cH:19][cH:20][c:21]([Cl:24])[cH:22][cH:23]2)[C:5]12[CH2:6][CH2:7][N:8]([C:11](=[O:12])[O:13][C:14]([CH3:15])([CH3:16])[CH3:17])[CH2:9][CH2:10]2. Starting materials: CC(C)NC(C)C, C#CCCC, [Cu]I, FC(F)(F)c1ccc(-c2ncc(Br)cn2)cc1, CCCCCCCC#Cc1cnc(-c2ccc(OCCCCCCCC)c(F)c2F)nc1, c1ccc(P(c2ccccc2)(c2ccccc2)[Pd](P(c2ccccc2)(c2ccccc2)c2ccccc2)(P(c2ccccc2)(c2ccccc2)c2ccccc2)P(c2ccccc2)(c2ccccc2)c2ccccc2)cc1. Product: CCCC#Cc1cnc(-c2ccc(C(F)(F)F)cc2)nc1. RXN SMILES: [CH:134]([NH:135][CH:136]([CH3:137])[CH3:138])([CH3:139])[CH3:140].[CH:18]#[C:19][CH2:20][CH2:21][CH3:22].[Cu:132][I:133].[F:1][C:2]([c:3]1[cH:4][cH:5][c:6](-[c:9]2[n:10][cH:11][c:12]([Br:15])[cH:13][n:14]2)[cH:7][cH:8]1)([F:16])[F:17].[F:23][c:24]1[c:25]([F:26])[c:27]([O:28][CH2:29][CH2:30][CH2:31][CH2:32][CH2:33][CH2:34][CH2:35][CH3:36])[cH:37][cH:38][c:39]1-[c:40]1[n:41][cH:42][c:43]([C:44]#[C:45][CH2:46][CH2:47][CH2:48][CH2:49][CH2:50][CH2:51][CH3:52])[cH:53][n:54]1.[cH:55]1[cH:56][cH:57][c:58]([P:59]([Pd:60]([P:61]([c:62]2[cH:63][cH:64][cH:65][cH:66][cH:67]2)([c:68]2[cH:69][cH:70][cH:71][cH:72][cH:73]2)[c:74]2[cH:75][cH:76][cH:77][cH:78][cH:79]2)([P:80]([c:81]2[cH:82][cH:83][cH:84][cH:85][cH:86]2)([c:87]2[cH:88][cH:89][cH:90][cH:91][cH:92]2)[c:93]2[cH:94][cH:95][cH:96][cH:97][cH:98]2)[P:99]([c:100]2[cH:101][cH:102][cH:103][cH:104][cH:105]2)([c:106]2[cH:107][cH:108][cH:109][cH:110][cH:111]2)[c:112]2[cH:113][cH:114][cH:115][cH:116][cH:117]2)([c:118]2[cH:119][cH:120][cH:121][cH:122][cH:123]2)[c:124]2[cH:125][cH:126][cH:127][cH:128][cH:129]2)[cH:130][cH:131]1>>[F:1][C:2]([c:3]1[cH:4][cH:5][c:6](-[c:9]2[n:10][cH:11][c:12]([C:18]#[C:19][CH2:20][CH2:21][CH3:22])[cH:13][n:14]2)[cH:7][cH:8]1)([F:16])[F:17]. Reactants: O=[N+]([O-])c1cc(F)ccc1C1(CCCBr)OCCO1, O=C([O-])[O-], CC(=O)CC(C)C, [I-], [K+], [K+], [K+], O, OC1(c2cccc(C(F)(F)F)c2)CCNCC1. Product: O=[N+]([O-])c1cc(F)ccc1C1(CCCN2CCC(O)(c3cccc(C(F)(F)F)c3)CC2)OCCO1. RXN SMILES: [Br:1][CH2:2][CH2:3][CH2:4][C:5]1([c:10]2[c:11]([N+:17](=[O:18])[O-:19])[cH:12][c:13]([F:16])[cH:14][cH:15]2)[O:6][CH2:7][CH2:8][O:9]1.[C:37](=[O:38])([O-:39])[O-:40].[CH2:46]([C:47]([CH3:48])=[O:49])[CH:50]([CH3:51])[CH3:52].[I-:44].[K+:41].[K+:42].[K+:43].[OH2:45].[OH:20][C:21]1([c:27]2[cH:28][c:29]([C:33]([F:34])([F:35])[F:36])[cH:30][cH:31][cH:32]2)[CH2:22][CH2:23][NH:24][CH2:25][CH2:26]1>>[CH2:2]([CH2:3][CH2:4][C:5]1([c:10]2[c:11]([N+:17](=[O:18])[O-:19])[cH:12][c:13]([F:16])[cH:14][cH:15]2)[O:6][CH2:7][CH2:8][O:9]1)[N:24]1[CH2:23][CH2:22][C:21]([OH:20])([c:27]2[cH:28][c:29]([C:33]([F:34])([F:35])[F:36])[cH:30][cH:31][cH:32]2)[CH2:26][CH2:25]1. The reactants are C(C)(=O)OCC (ethyl acetate), BrC1=C(C=O)C=C(C(=C1OC)OC)OC (2-bromo-3,4,5-trimethoxybenzaldehyde), ClC1=C(C=O)C=C(C=C1)[N+](=O)[O-] (2-chloro-5-nitrobenzaldehyde), petroleum ether-ethyl acetate. The reagents and catalysts are [Cu] (copper bronze). Run in CN(C)C=O (DMF), petroleum ether, CN(C)C=O (DMF). Product: COC=1C=C(C(=C(C1OC)OC)C=1C(=CC(=CC1)[N+](=O)[O-])C=O)C=O (4,5,6-trimethoxy-4′-nitrobiphenyl-2,2′-dicarbaldehyde). Isolated yield 57.7%. Reaction SMILES: Br[C:2]1[C:9]([O:10][CH3:11])=[C:8]([O:12][CH3:13])[C:7]([O:14][CH3:15])=[CH:6][C:3]=1[CH:4]=[O:5].Cl[C:17]1[CH:24]=[CH:23][C:22]([N+:25]([O-:27])=[O:26])=[CH:21][C:18]=1[CH:19]=[O:20].C(OCC)(=O)C>CN(C=O)C.[Cu]>[CH3:15][O:14][C:7]1[CH:6]=[C:3]([CH:4]=[O:5])[C:2]([C:17]2[C:18]([CH:19]=[O:20])=[CH:21][C:22]([N+:25]([O-:27])=[O:26])=[CH:23][CH:24]=2)=[C:9]([O:10][CH3:11])[C:8]=1[O:12][CH3:13]. Reported procedure: A mixture of 2-bromo-3,4,5-trimethoxybenzaldehyde (prepared as described in Example 1, starting materials, 1.00 g, 3.64 mmol) and 2-chloro-5-nitrobenzaldehyde (obtained from Aldrich; 241.9 mg, 1.30 mmol) in dry DMF (2 mL) was added to a stirred, boiling suspension of copper bronze (0.91 g, 14.3 mmol) in dry DMF (5 mL) over a period of 30 minutes. After 8 hours TLC (petroleum ether-ethyl acetate 4:1) indicated the consumption of the starting materials. The mixture was cooled, passed through a Cel...